Dataset: the Open Reaction Database (ORD), a public repository of structured organic reaction records. Task: describe an organic reaction: reactants, conditions, products, and yield The reactants are C1(=CC=CC=C1)CC(=O)N[C@@H](C)C(=O)O (N-(phenylacetyl)-L-alanine), solid, [NH4+].[OH-] (NH4OH), Cl.COC([C@@H](N)CCCCNC(=O)OC(C)(C)C)=O (Nε-(tert-butoxycarbonyl)-L-lysine methyl ester hydrochloride). Yields the product COC([C@@H](NC([C@@H](NC(CC1=CC=CC=C1)=O)C)=O)CCCCNC(=O)OC(C)(C)C)=O (N-[N-(Phenylacetyl)-L-alaninyl]-Nε-(tert-butoxycarbonyl)-L-lysine Methyl Ester). Reaction SMILES: [C:1]1([CH2:7][C:8]([NH:10][C@H:11]([C:13]([OH:15])=O)[CH3:12])=[O:9])[CH:6]=[CH:5][CH:4]=[CH:3][CH:2]=1.Cl.[CH3:17][O:18][C:19](=[O:34])[C@H:20]([CH2:22][CH2:23][CH2:24][CH2:25][NH:26][C:27]([O:29][C:30]([CH3:33])([CH3:32])[CH3:31])=[O:28])[NH2:21].[NH4+].[OH-]>>[CH3:17][O:18][C:19](=[O:34])[C@H:20]([CH2:22][CH2:23][CH2:24][CH2:25][NH:26][C:27]([O:29][C:30]([CH3:32])([CH3:31])[CH3:33])=[O:28])[NH:21][C:13](=[O:15])[C@H:11]([CH3:12])[NH:10][C:8](=[O:9])[CH2:7][C:1]1[CH:2]=[CH:3][CH:4]=[CH:5][CH:6]=1 |f:1.2,3.4|. Procedure: Following General Procedure A and using N-(phenylacetyl)-L-alanine (from Example B1 above) and Nε-(tert-butoxycarbonyl)-L-lysine methyl ester hydrochloride (Bachem), the title compound was prepared as a solid (mp=119-121° C.). The reaction was monitored by tlc (Rf=0.46 in 90:10:1 CH2Cl2MeOH\NH4OH). The reactants are C(#N)C=1C(=CC(=NC1)NC(=O)N1CCCC2=CC(=C(N=C12)C(OC)OC)CN1C(CSCC1)=O)NCCOC (N-(5-cyano-4-((2-methoxyethyl)amino)pyridin-2-yl)-7-(dimethoxymethyl)-6-((3-oxothiomorpholino)methyl)-3,4-dihydro-1,8-naphthyridine-1(2H)-carboxamide), crude material. Solvent: C(Cl)Cl (DCM). Yields the product C(#N)C=1C(=CC(=NC1)NC(=O)N1CCCC2=CC(=C(N=C12)C=O)CN1C(CSCC1)=O)NCCOC (N-(5-cyano-4-((2-methoxyethyl)amino)pyridin-2-yl)-7-formyl-6-((3-oxothiomorpholino)methyl)-3,4-dihydro-1,8-naphthyridine-1(2H)-carboxamide). RXN SMILES: [C:1]([C:3]1[C:4]([NH:35][CH2:36][CH2:37][O:38][CH3:39])=[CH:5][C:6]([NH:9][C:10]([N:12]2[C:21]3[C:16](=[CH:17][C:18]([CH2:27][N:28]4[CH2:33][CH2:32][S:31][CH2:30][C:29]4=[O:34])=[C:19]([CH:22](OC)[O:23]C)[N:20]=3)[CH2:15][CH2:14][CH2:13]2)=[O:11])=[N:7][CH:8]=1)#[N:2]>C(Cl)Cl>[C:1]([C:3]1[C:4]([NH:35][CH2:36][CH2:37][O:38][CH3:39])=[CH:5][C:6]([NH:9][C:10]([N:12]2[C:21]3[C:16](=[CH:17][C:18]([CH2:27][N:28]4[CH2:33][CH2:32][S:31][CH2:30][C:29]4=[O:34])=[C:19]([CH:22]=[O:23])[N:20]=3)[CH2:15][CH2:14][CH2:13]2)=[O:11])=[N:7][CH:8]=1)#[N:2]. Procedure: From intermediate 207, reacted in an analogous manner to the preparation of Example 92. The crude material was dissolved in DCM and Et2O and precipitated by slow evaporation of solvents. The resulting solid was filtered and dried to yield the title compound as a pink solid. Starting materials: COC(=O)C1C(N=[N+]=[N-])C(=O)N1Cc1ccc(OC)cc1OC, CCO, [H][H]. The product is COC(=O)C1C(N)C(=O)N1Cc1ccc(OC)cc1OC. Reaction SMILES: [CH3:1][O:2][c:3]1[c:4]([CH2:5][N:6]2[CH:7]([C:14](=[O:15])[O:16][CH3:17])[CH:8]([N:11]=[N+:12]=[N-:13])[C:9]2=[O:10])[cH:18][cH:19][c:20]([O:22][CH3:23])[cH:21]1.[CH3:26][CH2:27][OH:28].[H:24][H:25]>>[CH3:1][O:2][c:3]1[c:4]([CH2:5][N:6]2[CH:7]([C:14](=[O:15])[O:16][CH3:17])[CH:8]([NH2:11])[C:9]2=[O:10])[cH:18][cH:19][c:20]([O:22][CH3:23])[cH:21]1.